Task: describe an organic reaction: reactants, conditions, products, and yield. Dataset: the Open Reaction Database (ORD), a public repository of structured organic reaction records Reactants: Cc1ncccc1-c1cc(Cl)ncc1NC(=O)OC(C)(C)C, CI, [H-], [Na+], CN(C)C=O. The product is Cc1ncccc1-c1cc(Cl)ncc1N(C)C(=O)OC(C)(C)C. RXN SMILES: [C:1]([CH3:2])([CH3:3])([CH3:4])[O:5][C:6]([NH:7][c:8]1[cH:9][n:10][c:11]([Cl:21])[cH:12][c:13]1-[c:14]1[c:15]([CH3:20])[n:16][cH:17][cH:18][cH:19]1)=[O:22].[CH3:25][I:26].[H-:23].[Na+:24].[O:27]=[CH:28][N:29]([CH3:30])[CH3:31]>>[C:1]([CH3:2])([CH3:3])([CH3:4])[O:5][C:6]([N:7]([c:8]1[cH:9][n:10][c:11]([Cl:21])[cH:12][c:13]1-[c:14]1[c:15]([CH3:20])[n:16][cH:17][cH:18][cH:19]1)[CH3:25])=[O:22]. Starting materials: COC=1C=C(C=C(C1)OC)C(O)C1=CC(=C(C=C1)OC)[N+](=O)[O-] ((3,5-dimethoxy-phenyl)-(4-methoxy-3-nitro-phenyl)-methanol). The reagents and catalysts are O=[Mn]=O (MnO2), O=[Mn]=O (MnO2). Solvent: C(Cl)Cl (CH2Cl2). Conditions: time 2 day. Product: COC=1C=C(C=C(C1)OC)C(=O)C1=CC(=C(C=C1)OC)[N+](=O)[O-] ((3,5-dimethoxy-phenyl)-(4-methoxy-3-nitro-phenyl)-methanone). Yield: 79.0%. RXN SMILES: [CH3:1][O:2][C:3]1[CH:4]=[C:5]([CH:11]([C:13]2[CH:18]=[CH:17][C:16]([O:19][CH3:20])=[C:15]([N+:21]([O-:23])=[O:22])[CH:14]=2)[OH:12])[CH:6]=[C:7]([O:9][CH3:10])[CH:8]=1>C(Cl)Cl.O=[Mn]=O>[CH3:10][O:9][C:7]1[CH:6]=[C:5]([C:11]([C:13]2[CH:18]=[CH:17][C:16]([O:19][CH3:20])=[C:15]([N+:21]([O-:23])=[O:22])[CH:14]=2)=[O:12])[CH:4]=[C:3]([O:2][CH3:1])[CH:8]=1. Procedure: MnO2 (20 g, 231 mmol, 5 equivalent) was added to a stirred solution of the crude (3,5-dimethoxy-phenyl)-(4-methoxy-3-nitro-phenyl)-methanol in CH2Cl2 (100 mL). The reaction mixture was stirred at room temperature for 2 days and MnO2 [6 equivalent (3×2 eq.)] was added during this period of time. The reaction mixture was then filtered through celite and washed with CH2Cl2 (3×60 mL). Removal of solvent from the filtrate and chromatography (Silica Gel) gave (3,5-dimethoxy-phenyl)-(4-methoxy-3-nitro-... Reactants: COC(C(CC=O)(C1=CC=CC=C1)NC(=O)OC(C)(C)C)=O (2-tert-Butoxycarbonylamino-4-oxo-2-phenyl-butyric acid methyl ester), [Li+].[OH-] (LiOH), Cl (HCl). The solvent is C1CCOC1 (THF). Reaction conditions: time 1 hour. The product is C(C)(C)(C)OC(NC1(C(OC(C1)O)=O)C1=CC=CC=C1)=O ((5-Hydroxy-2-oxo-3-phenyl-tetrahydro-furan-3-yl)-carbamic acid tert-butyl ester). Isolated yield 95.5%. RXN SMILES: C[O:2][C:3](=[O:22])[C:4]([NH:14][C:15]([O:17][C:18]([CH3:21])([CH3:20])[CH3:19])=[O:16])([C:8]1[CH:13]=[CH:12][CH:11]=[CH:10][CH:9]=1)[CH2:5][CH:6]=[O:7].[Li+].[OH-].Cl>C1COCC1>[C:18]([O:17][C:15](=[O:16])[NH:14][C:4]1([C:8]2[CH:13]=[CH:12][CH:11]=[CH:10][CH:9]=2)[CH2:5][CH:6]([OH:7])[O:2][C:3]1=[O:22])([CH3:21])([CH3:20])[CH3:19] |f:1.2|. Procedure: To a solution of compound 13 (6.14 g, 20 mmol) in THF (50 mL), 3N LiOH solution (20 mL, 60 mmol) was added. After stirring for 1 h, the resulting mixture was adjusted to pH=5-6 using 1N HCl, and extracted with ethyl acetate. The combined organic phases were concentrated to afford compound 14 (5.6 g, 95.6%). 1H NMR (400 MHz, CDCl3) δ 1.43 (s, 9 H), 2.85-2.87 (m, 1 H), 3.17-3.19 (m, 1 H), 5.74-6.11 (bs, 2 H), 7.34-7.46 (m, 5 H). The reactants are CCCCN(C(=S)NCCCO)C1=CC=CC=C1 (N-4-n-butylphenyl-N'-3-hydroxypropylthiourea), Cl (HCl). The solvent is [OH-].[Na+] (NaOH). The product is C(CCC)C1=CC=C(C=C1)N=C1SCCCN1 (2-[(4-n-butylphenyl)imino]-3,4,5,6-tetrahydro-2H-1,3-thiazine). The yield is 174.1%. Reaction SMILES: CCCC[N:5]([C:13]1[CH:18]=[CH:17][CH:16]=[CH:15][CH:14]=1)[C:6]([NH:8][CH2:9][CH2:10][CH2:11]O)=[S:7].Cl>[OH-].[Na+]>[CH2:18]([C:16]1[CH:15]=[CH:14][C:13]([N:5]=[C:6]2[NH:8][CH2:9][CH2:10][CH2:11][S:7]2)=[CH:18][CH:17]=1)[CH2:13][CH2:14][CH3:15] |f:2.3|. Reported procedure: A mixture of 18.0 g (0.068 mol) of N-4-n-butylphenyl-N'-3-hydroxypropylthiourea and 20 ml of 12N HCl is heated under reflux for 1 hour. After cooling, the mixture is basified with 100 ml of 4N NaOH and extracted with chloroform. The extract is dried and concentrated; and the resulting residue is recrystallized from hexane to give 14.7 g (yield: 88%) of 2-[(4-n-butylphenyl)imino]-3,4,5,6-tetrahydro-2H-1,3-thiazine, m.p. 77°~78.5° C. Starting materials: CC1=C(OCC(=O)N)C=CC=C1C (2-(2,3-dimethylphenoxy)acetamide), [O-]S(=O)(=O)OOS(=O)(=O)[O-].[K+].[K+] (potassium peroxodisulfate), CC#N (MeCN). The reagents and catalysts are O.O.O.O.O.S(=O)(=O)([O-])[O-].[Cu+2] (copper(II) sulfate pentahydrate). Solvent: O (water). The product is C(=O)C1=C(OCC(=O)N)C=CC=C1C (2-(2-formyl-3-methylphenoxy)acetamide). Isolated yield 10.7%. As a reaction SMILES: [CH3:1][C:2]1[C:12]([CH3:13])=[CH:11][CH:10]=[CH:9][C:3]=1[O:4][CH2:5][C:6]([NH2:8])=[O:7].[O-:14]S(OOS([O-])(=O)=O)(=O)=O.[K+].[K+].CC#N>O.O.O.O.O.S([O-])([O-])(=O)=O.[Cu+2].O>[CH:1]([C:2]1[C:12]([CH3:13])=[CH:11][CH:10]=[CH:9][C:3]=1[O:4][CH2:5][C:6]([NH2:8])=[O:7])=[O:14] |f:1.2.3,5.6.7.8.9.10.11|. Procedure: 12.0 g of 7, 50.82 g of potassium peroxodisulfate and 17.05 g of copper(II) sulfate pentahydrate are dissolved in a solvent mixture comprising 250 ml of MeCN and 250 ml of water, and the mixture is subsequently stirred under reflux for 2 h. The mixture is then subjected to conventional work-up, giving 1.38 g (11%) of 2-(2-formyl-3-methylphenoxy)acetamide 8; MS-EI (M+)=193. Reactants: S1C(=CC=C1)S(=O)(=O)N (2-thiophenesulfonamide), [OH-].[Na+] (NaOH), ClC1=CC=C(C=C1)N=C=O (4-chlorophenyl isocyanate). The solvent is CC(=O)C (acetone), CC(=O)C (acetone). The product is ClC1=CC=C(C=C1)NC(=O)NS(=O)(=O)C=1SC=CC1 (N-[[(4-chlorophenyl)amino]carbonyl]-2-thiophenesulfonamide). The yield is 85.0%. Reaction SMILES: [S:1]1[CH:5]=[CH:4][CH:3]=[C:2]1[S:6]([NH2:9])(=[O:8])=[O:7].[OH-].[Na+].[Cl:12][C:13]1[CH:18]=[CH:17][C:16]([N:19]=[C:20]=[O:21])=[CH:15][CH:14]=1>CC(C)=O>[Cl:12][C:13]1[CH:18]=[CH:17][C:16]([NH:19][C:20]([NH:9][S:6]([C:2]2[S:1][CH:5]=[CH:4][CH:3]=2)(=[O:8])=[O:7])=[O:21])=[CH:15][CH:14]=1 |f:1.2|. Reported procedure: The procedure of Example 4B was followed with 2-thiophenesulfonamide (4.2 g, 26 mmole) in 40 ml of acetone, 1N NaOH (26 ml, 26 mmole) and 4-chlorophenyl isocyanate (4.0 g, 26 mmole) in 40 ml of acetone. 7 g of named product were obtained Starting materials: CCCC[N+](CCCC)(CCCC)CCCC, COS(=O)(=O)OC, ClCCl, O=[N+]([O-])c1ccc(Cl)cc1CO, [Na+], [OH-], O, O=S(=O)([O-])O. Yields the product COCc1cc(Cl)ccc1[N+](=O)[O-]. RXN SMILES: [CH2:31]([N+:32]([CH2:33][CH2:34][CH2:35][CH3:36])([CH2:37][CH2:38][CH2:39][CH3:40])[CH2:41][CH2:42][CH2:43][CH3:44])[CH2:45][CH2:46][CH3:47].[CH3:15][O:16][S:17]([O:18][CH3:19])(=[O:20])=[O:21].[Cl:23][CH2:24][Cl:25].[Cl:3][c:4]1[cH:5][cH:6][c:7]([N+:12](=[O:13])[O-:14])[c:8]([CH2:10][OH:11])[cH:9]1.[Na+:2].[OH-:1].[OH2:22].[S:26]([O-:27])([OH:28])(=[O:29])=[O:30]>>[Cl:3][c:4]1[cH:5][cH:6][c:7]([N+:12](=[O:13])[O-:14])[c:8]([CH2:10][O:11][CH3:15])[cH:9]1. Reactants: [OH-].[K+] (Potasium hydroxide), COC(COC1=C(C=C(C=C1Br)C1=C2C=CC=CC2=C(C2=C1C1=C(O2)C=CC=C1)Br)Br)=O ([2, 6-dibromo-4-(6-bromo-benzo[b]naphtho[2,3-d]furan-11-yl)-phenoxy]-acetic acid methyl ester). Run in C1CCOC1 (THF), CO (methanol). Conditions: time 3 hour. Yields the product BrC1=C(OCC(=O)O)C(=CC(=C1)C1=C2C=CC=CC2=C(C2=C1C1=C(O2)C=CC=C1)Br)Br ([2,6-Dibromo-4-(6-bromo-benzo[b]naphtho[2,3-d]furan-11-yl)-phenoxy]-acetic acid). The yield is 93.6%. Reaction SMILES: [OH-].[K+].C[O:4][C:5](=[O:34])[CH2:6][O:7][C:8]1[C:13]([Br:14])=[CH:12][C:11]([C:15]2[C:24]3[C:25]4[CH:31]=[CH:30][CH:29]=[CH:28][C:26]=4[O:27][C:23]=3[C:22]([Br:32])=[C:21]3[C:16]=2[CH:17]=[CH:18][CH:19]=[CH:20]3)=[CH:10][C:9]=1[Br:33]>C1COCC1.CO>[Br:14][C:13]1[CH:12]=[C:11]([C:15]2[C:24]3[C:25]4[CH:31]=[CH:30][CH:29]=[CH:28][C:26]=4[O:27][C:23]=3[C:22]([Br:32])=[C:21]3[C:16]=2[CH:17]=[CH:18][CH:19]=[CH:20]3)[CH:10]=[C:9]([Br:33])[C:8]=1[O:7][CH2:6][C:5]([OH:34])=[O:4] |f:0.1|. Reported procedure: Potasium hydroxide (1.0 M, 1.60 mL, 1.60 mmol) was added to a stirred solution of [2, 6-dibromo-4-(6-bromo-benzo[b]naphtho[2,3-d]furan-11-yl)-phenoxy]-acetic acid methyl ester (0.90 g, 1.45 mmol) in THF (9 mL) and methanol (5 mL). After 3 h, the solvent was removed, water was added and the reaction mixture was acidified with 10% HCl. After stirring overnight, the solid was filtered and washed with water, triturated with hexane and dried in vacuo at 100° C. to provide the title compound as a whit... Run in C(C)O (ethanol), C(C)O (ethanol). Starting materials: C(C)OC(CN(C1CCCCCC1)C([C@@H](NC(=O)OCC1=CC=CC=C1)C(C)C)=O)=O (N-CBZ-L-Valyl-N-(cycloheptyl)glycine ethyl ester), [OH-].[K+] (KOH). Isolated yield 62.0%. Procedure: N-CBZ-L-Valyl-N-(cycloheptyl)glycine ethyl ester (11.2 g, 0.0259 mol) was dissolved in ethanol (300 mL) and treated with 1N KOH (27 mL) in portions of 5.0 mL at 0°-5° C. After the mixture was allowed to stir at room temperature over night the ethanol was removed under vacuum, and the residue treated with water. The residue was extracted three times with ethyl acetate and afterwards the aqueous layer was acidified with 2N HCl. The product was extracted into ethyl acetate and washed with saturated... Reaction SMILES: C([O:3][C:4](=[O:31])[CH2:5][N:6]([C:14](=[O:30])[C@H:15]([CH:27]([CH3:29])[CH3:28])[NH:16][C:17]([O:19][CH2:20][C:21]1[CH:26]=[CH:25][CH:24]=[CH:23][CH:22]=1)=[O:18])[CH:7]1[CH2:13][CH2:12][CH2:11][CH2:10][CH2:9][CH2:8]1)C.[OH-].[K+]>C(O)C>[C:17]([NH:16][C@H:15]([C:14]([N:6]([CH:7]1[CH2:13][CH2:12][CH2:11][CH2:10][CH2:9][CH2:8]1)[CH2:5][C:4]([OH:31])=[O:3])=[O:30])[CH:27]([CH3:28])[CH3:29])([O:19][CH2:20][C:21]1[CH:22]=[CH:23][CH:24]=[CH:25][CH:26]=1)=[O:18] |f:1.2|. Product: C(=O)(OCC1=CC=CC=C1)N[C@@H](C(C)C)C(=O)N(CC(=O)O)C1CCCCCC1 (N-CBZ-L-Valyl-N-(cycloheptyl)glycine).